From a dataset of the Open Reaction Database (ORD), a public repository of structured organic reaction records. describe an organic reaction: reactants, conditions, products, and yield Starting materials: C(C1=CC=CC=C1)OC=1C=C(C=CC1)N1N=C(C=C1N)C(CO[Si](C1=CC=CC=C1)(C1=CC=CC=C1)C(C)(C)C)(C)C (2-(3-Benzyloxy-phenyl)-5-[2-(tert-butyl-diphenyl-silanyloxy)-1,1-dimethyl-ethyl]-2H-pyrazol-3-ylamine), O (water), C(=O)[O-].[NH4+] (ammonium formate). The reagents and catalysts are [Pd] (Pd/C). The solvent is C(C)O (ethanol). The product is NC1=CC(=NN1C=1C=C(C=CC1)O)C(CO[Si](C1=CC=CC=C1)(C1=CC=CC=C1)C(C)(C)C)(C)C (3-{5-Amino-3-[2-(tert-butyl-diphenyl-silanyloxy)-1,1-dimethyl-ethyl]-pyrazol-1-yl}-phenol). The yield is 52.0%. Reaction SMILES: C([O:8][C:9]1[CH:10]=[C:11]([N:15]2[C:19]([NH2:20])=[CH:18][C:17]([C:21]([CH3:42])([CH3:41])[CH2:22][O:23][Si:24]([C:37]([CH3:40])([CH3:39])[CH3:38])([C:31]3[CH:36]=[CH:35][CH:34]=[CH:33][CH:32]=3)[C:25]3[CH:30]=[CH:29][CH:28]=[CH:27][CH:26]=3)=[N:16]2)[CH:12]=[CH:13][CH:14]=1)C1C=CC=CC=1.O.C([O-])=O.[NH4+]>C(O)C.[Pd]>[NH2:20][C:19]1[N:15]([C:11]2[CH:10]=[C:9]([OH:8])[CH:14]=[CH:13][CH:12]=2)[N:16]=[C:17]([C:21]([CH3:42])([CH3:41])[CH2:22][O:23][Si:24]([C:37]([CH3:40])([CH3:39])[CH3:38])([C:25]2[CH:30]=[CH:29][CH:28]=[CH:27][CH:26]=2)[C:31]2[CH:36]=[CH:35][CH:34]=[CH:33][CH:32]=2)[CH:18]=1 |f:2.3|. Procedure details: A solution of Intermediate 153c (1.21 g, 2.1 mmol) in ethanol (IMS grade, 20 mL) was treated with water (1 mL) and ammonium formate (1.33 g, 21 mmol). The mixture was purged with N2 then 10% Pd/C (0.67 g, 0.63 mmol Pd) was added. The mixture was heated to reflux for 1 h then filtered through celite and the filtrate was concentrated in vacuo. The residue was partitioned between EtOAc and water. The phases were separated and the aqueous layer was extracted with EtOAc (×2). The combined organic pha...